From a dataset of the Open Reaction Database (ORD), a public repository of structured organic reaction records. describe an organic reaction: reactants, conditions, products, and yield Starting materials: dilithio, C(C)(C)(C)P(=O)(Cl)Cl (t-butylphosphonic dichloride), C(CCC)[Li] (n-butyllithium), CN(CCN(C)C)C (tetramethylethylenediamine), C(C1=CC=CC=C1)NC1=CC=CC=C1 (N-benzylaniline). Solvent: C1CCCCC1 (cyclohexane), C1CCCCC1 (cyclohexane), C1CCCCC1 (cyclohexane), CCCCCC (hexane). Conditions: temperature 0 celsius, time 2.5 hour. The product is C(C)(C)(C)P1(N(CC2=C1C=CC=C2)C2=CC=CC=C2)=O (1-(t-butyl)-2-pheny-2,3-dihydro-1H-2,1-benzazaphosphole-1-oxide). Yield: 8.2%. As a reaction SMILES: C([Li])CCC.CN(C)CCN(C)C.[CH2:14]([NH:21][C:22]1[CH:27]=[CH:26][CH:25]=[CH:24][CH:23]=1)[C:15]1[CH:20]=[CH:19][CH:18]=[CH:17][CH:16]=1.[C:28]([P:32](Cl)(Cl)=[O:33])([CH3:31])([CH3:30])[CH3:29]>CCCCCC.C1CCCCC1>[C:28]([P:32]1(=[O:33])[C:16]2[CH:17]=[CH:18][CH:19]=[CH:20][C:15]=2[CH2:14][N:21]1[C:22]1[CH:27]=[CH:26][CH:25]=[CH:24][CH:23]=1)([CH3:31])([CH3:30])[CH3:29]. Procedure: Under a static nitrogen atmosphere at 26° C., a solution of n-butyllithium (3.93 g, 7.13 mol) in hexane was added to a solution of tetramethylethylenediamine (1.8 g, 0.0155 mol) in 30 ml. of anhydrous cyclohexane with constant stirring. The reaction mixture was cooled to 0° C. and then a solution of N-benzylaniline (5.5 g, 0.03 mol) in 30 ml. of anhydrous cyclohexane was added to the mixture to produce a suspension containing a dilithio compound. This suspension was stirred for 2.5 hours at 26° ...